describe an organic reaction: reactants, conditions, products, and yield From a dataset of the Open Reaction Database (ORD), a public repository of structured organic reaction records. Starting materials: C(C1=CN=CC=C1)=O (nicotinaldehyde), S(=O)(=O)(C1=CC=C(C)C=C1)NN (2-tosylhydrazine), [OH-].[Na+] (sodium hydroxide), C(C#C)NC(OC(C)(C)C)=O (tert-butyl prop-2-ynylcarbamate), resultant solution, resultant solution. The yield is 36.2%. Procedure details: (See FIG. 11.) To a solution of nicotinaldehyde (150 μL, 1.59 mmol) in 95% EtOH (5 mL) was added 2-tosylhydrazine (296 mg, 1.59 mmol) and the resultant solution was stirred at room temperature for 2 h. To the solution was added aqueous sodium hydroxide (5 N, 0.32 mL, 1.59 mmol) and the solution was stirred for 20 min. To the solution was added a solution of tert-butyl prop-2-ynylcarbamate (1.23 g, 7.95 mmol) and the resultant solution was warmed to 50° C. and stirred under an argon atmosphere fo... Reaction conditions: time 20 minute. Run in O.CCOC(=O)C (water EtOAc), CCO (EtOH). Product: N1=CC(=CC=C1)C1=NNC(=C1)CNC(OC(C)(C)C)=O (tert-Butyl (3-(pyridin-3-yl)-1H-pyrazol-5-yl)methylcarbamate). RXN SMILES: [CH:1](=O)[C:2]1[CH:7]=[CH:6][CH:5]=[N:4][CH:3]=1.S([NH:19][NH2:20])(C1C=CC(C)=CC=1)(=O)=O.[OH-].[Na+].[CH2:23]([NH:26][C:27](=[O:33])[O:28][C:29]([CH3:32])([CH3:31])[CH3:30])[C:24]#[CH:25]>CCO.O.CCOC(C)=O>[N:4]1[CH:5]=[CH:6][CH:7]=[C:2]([C:1]2[CH:25]=[C:24]([CH2:23][NH:26][C:27](=[O:33])[O:28][C:29]([CH3:30])([CH3:32])[CH3:31])[NH:20][N:19]=2)[CH:3]=1 |f:2.3,6.7|. The reactants are Cc1ccc(NC2CCC(NC(=O)OC(C)(C)C)C2)c([N+](=O)[O-])c1, CO, [H][H]. Product: Cc1ccc(NC2CCC(NC(=O)OC(C)(C)C)C2)c(N)c1. RXN SMILES: [C:1]([CH3:2])([CH3:3])([CH3:4])[O:5][C:6]([NH:7][CH:8]1[CH2:9][CH:10]([NH:13][c:14]2[c:15]([N+:21]([O-:22])=[O:23])[cH:16][c:17]([CH3:20])[cH:18][cH:19]2)[CH2:11][CH2:12]1)=[O:24].[CH3:27][OH:28].[H:25][H:26]>>[C:1]([CH3:2])([CH3:3])([CH3:4])[O:5][C:6]([NH:7][CH:8]1[CH2:9][CH:10]([NH:13][c:14]2[c:15]([NH2:21])[cH:16][c:17]([CH3:20])[cH:18][cH:19]2)[CH2:11][CH2:12]1)=[O:24]. Reactants: [Li]CCCC, CC(C)(Cc1ccccc1)C(=O)Cl, COP(C)(=O)OC, CC(=O)O, CCCCCC, C1CCOC1. Yields the product COP(=O)(CC(=O)C(C)(C)Cc1ccccc1)OC. As a reaction SMILES: [CH2:8]([Li:9])[CH2:10][CH2:11][CH3:12].[CH3:13][C:14]([C:15](=[O:16])[Cl:17])([CH2:18][c:19]1[cH:20][cH:21][cH:22][cH:23][cH:24]1)[CH3:25].[CH3:1][P:2]([O:3][CH3:4])([O:5][CH3:6])=[O:7].[CH3:26][C:27](=[O:28])[OH:29].[CH3:35][CH2:36][CH2:37][CH2:38][CH2:39][CH3:40].[O:30]1[CH2:31][CH2:32][CH2:33][CH2:34]1>>[CH2:1]([P:2]([O:3][CH3:4])([O:5][CH3:6])=[O:7])[C:15]([C:14]([CH3:13])([CH2:18][c:19]1[cH:20][cH:21][cH:22][cH:23][cH:24]1)[CH3:25])=[O:16]. Reactants: CN1N=C(C(=C1S(=O)(=O)NC(=S)NC1=NC(=CC(=N1)C)C)C(=O)OCC)C (N-(1,3-dimethyl-4-ethoxycarbonyl-5-pyrazolesulfonyl)-N'-(4,6-dimethyl-2-pyrimidinyl)thiourea), BrN1C(CCC1=O)=O (N-bromosuccinimide), CO (methanol). Yields the product COC1=NC=2N(C(=C1)OC)SC(N2)=NS(=O)(=O)C2=C(C(=NN2C)C)C(=O)OCC (5,7-Dimethoxy-2-(1,3-dimethyl-4-ethoxycarbonyl-5-pyrazolesulfonyl)imino-2H-1,2,4-thiadiazolo[2,3-a]pyrimidine). As a reaction SMILES: [CH3:1][N:2]1[C:6]([S:7]([NH:10][C:11]([NH:13][C:14]2[N:19]=[C:18](C)[CH:17]=[C:16](C)[N:15]=2)=[S:12])(=[O:9])=[O:8])=[C:5]([C:22]([O:24][CH2:25][CH3:26])=[O:23])[C:4]([CH3:27])=[N:3]1.BrN1[C:33](=[O:34])CCC1=O.[CH3:36][OH:37]>>[CH3:33][O:34][C:16]1[CH:17]=[C:18]([O:37][CH3:36])[N:19]2[S:12][C:11](=[N:10][S:7]([C:6]3[N:2]([CH3:1])[N:3]=[C:4]([CH3:27])[C:5]=3[C:22]([O:24][CH2:25][CH3:26])=[O:23])(=[O:9])=[O:8])[N:13]=[C:14]2[N:15]=1. Procedure details: 0.5 g of N-(1,3-dimethyl-4-ethoxycarbonyl-5-pyrazolesulfonyl)-N'-(4,6-dimethyl-2-pyrimidinyl)thiourea is suspended in 20 ml of methanol, followed by adding 0.2 g of N-bromosuccinimide while stirring at --4° C. to -5° C. The reaction mixture is stirred at the same temperature for 25 minutes. The separating crystals are filtered, and washed with methanol. Recrystallization of the crystals from acetonitrile yields 0.4 g of the title compound as colorless Starting materials: Clc1cc(Br)cc(C2CC2)c1, C1CCOC1, [Li]CCCC, O=C=O. Yields the product O=C(O)c1cc(Cl)cc(C2CC2)c1. Reaction SMILES: [Br:1][c:2]1[cH:3][c:4]([Cl:11])[cH:5][c:6]([CH:8]2[CH2:9][CH2:10]2)[cH:7]1.[CH2:20]1[O:21][CH2:22][CH2:23][CH2:24]1.[CH3:12][CH2:13][CH2:14][CH2:15][Li:16].[O:17]=[C:18]=[O:19]>>[c:2]1([C:18](=[O:17])[OH:19])[cH:3][c:4]([Cl:11])[cH:5][c:6]([CH:8]2[CH2:9][CH2:10]2)[cH:7]1. Reactants: ClC[Si](C)(C)C1=CC=C(C=C1)Cl (chloromethyl(4-chlorophenyl)dimethylsilane), [Na].N1C=NC=C1 (imidazole sodium salt). Solvent: CN(C=O)C (dimethylformamide), O (water). Reaction conditions: time 2 hour. Yields the product ClC1=CC=C(C=C1)[Si](CN1C=NC=C1)(C)C ((4-Chlorophenyl)dimethyl(1H-imidazol-1-ylmethyl)silane). Yield: 79.7%. As a reaction SMILES: Cl[CH2:2][Si:3]([C:6]1[CH:11]=[CH:10][C:9]([Cl:12])=[CH:8][CH:7]=1)([CH3:5])[CH3:4].[Na].[NH:14]1[CH:18]=[CH:17][N:16]=[CH:15]1>CN(C)C=O.O>[Cl:12][C:9]1[CH:10]=[CH:11][C:6]([Si:3]([CH3:5])([CH3:4])[CH2:2][N:14]2[CH:18]=[CH:17][N:16]=[CH:15]2)=[CH:7][CH:8]=1 |f:1.2,^1:12|. Procedure: A mixture of 2.2 g (0.010 mol) of chloromethyl(4-chlorophenyl)dimethylsilane and 1.1 g (0.012 mol) of imidazole sodium salt in 5 ml of dimethylformamide was stirred at 80°-90° for 2 hours, cooled, diluted with water, and extracted with ether. The ether solution was washed with water and brine, dried over magnesium sulfate, and evaporated to leave 2.0 g (81%) of the title compound as a yellow liquid: nD20 1.5472; ir (neat) 1560, 1495, 1480, 1375, 1250, 1105, 1080, 905, 830, 810, 740 cm-1 ; nmr (C... The reactants are CC(C)(C)OC(=O)N1CCc2c(n(CC(=O)O)c3ccccc23)CC1, C1CCOC1, Cc1cccc(N)c1C, CN(C)c1ccccn1, CCOC(C)=O, CC(C)N=C=NC(C)C. Yields the product Cc1cccc(NC(=O)Cn2c3c(c4ccccc42)CCN(C(=O)OC(C)(C)C)CC3)c1C. As a reaction SMILES: [C:1]([CH3:2])([CH3:3])([CH3:4])[O:5][C:6](=[O:7])[N:8]1[CH2:9][CH2:10][c:11]2[n:12]([CH2:22][C:23](=[O:24])[OH:25])[c:13]3[cH:14][cH:15][cH:16][cH:17][c:18]3[c:19]2[CH2:20][CH2:21]1.[CH2:53]1[O:54][CH2:55][CH2:56][CH2:57]1.[CH3:26][c:27]1[c:28]([NH2:29])[cH:30][cH:31][cH:32][c:33]1[CH3:34].[CH3:35][N:36]([c:37]1[cH:38][cH:39][cH:40][cH:41][n:42]1)[CH3:43].[CH3:58][CH2:59][O:60][C:61]([CH3:62])=[O:63].[CH:44]([N:45]=[C:46]=[N:47][CH:48]([CH3:49])[CH3:50])([CH3:51])[CH3:52]>>[C:1]([CH3:2])([CH3:3])([CH3:4])[O:5][C:6](=[O:7])[N:8]1[CH2:9][CH2:10][c:11]2[n:12]([CH2:22][C:23](=[O:24])[NH:29][c:28]3[c:27]([CH3:26])[c:33]([CH3:34])[cH:32][cH:31][cH:30]3)[c:13]3[cH:14][cH:15][cH:16][cH:17][c:18]3[c:19]2[CH2:20][CH2:21]1.